Dataset: the Open Reaction Database (ORD), a public repository of structured organic reaction records. Task: describe an organic reaction: reactants, conditions, products, and yield Starting materials: CCO, CCO, ClC(Cl)Cl, NOCC=CCl, Cl, O, CCC(=O)C1=C(O)CC(c2ccc(NS(C)(=O)=O)cc2)CC1=O. Yields the product CCC(=NOCC=CCl)C1=C(O)CC(c2ccc(NS(C)(=O)=O)cc2)CC1=O. Reaction SMILES: [CH2:5]([OH:6])[CH3:7].[CH3:39][CH2:40][OH:41].[CH:1]([Cl:2])([Cl:3])[Cl:4].[Cl:31][CH:32]=[CH:33][CH2:34][O:35][NH2:36].[ClH:37].[OH2:38].[OH:8][C:9]1=[C:10]([C:27]([CH2:28][CH3:29])=[O:30])[C:11](=[O:26])[CH2:12][CH:13]([c:15]2[cH:16][cH:17][c:18]([NH:21][S:22](=[O:23])(=[O:24])[CH3:25])[cH:19][cH:20]2)[CH2:14]1>>[OH:8][C:9]1=[C:10]([C:27]([CH2:28][CH3:29])=[N:36][O:35][CH2:34][CH:33]=[CH:32][Cl:31])[C:11](=[O:26])[CH2:12][CH:13]([c:15]2[cH:16][cH:17][c:18]([NH:21][S:22](=[O:23])(=[O:24])[CH3:25])[cH:19][cH:20]2)[CH2:14]1. Starting materials: C1(CCCC1)CC(C(=O)O)N1N=CC(=CC1=O)OC1=C(C=CC=C1)C(=O)N1CCCC1 (3-cyclopentyl-2-{6-oxo-4-[2-(pyrrolidine-1-carbonyl)-phenoxy]-6H-pyridazin-1-yl}-propionic acid), NC1=NN(C=C1)CC(C)(O)C (1-(3-amino-pyrazol-1-yl)-2-methyl-propan-2-ol), C1(CCCC1)CC(C(=O)O)N1N=CC(=CC1=O)OC1=C(C=CC=C1)C(=O)N1CCCC1 (3-cyclopentyl-2-{6-oxo-4-[2-(pyrrolidine-1-carbonyl)-phenoxy]-6H-pyridazin-1-yl}-propionic acid), NC1=NN(C=C1)CC(C)(O)C (1-(3-amino-pyrazol-1-yl)-2-methyl-propan-2-ol). Product: C1(CCCC1)CC(C(=O)NC1=NN(C=C1)CC(C)(C)O)N1N=CC(=CC1=O)OC1=C(C=CC=C1)C(=O)N1CCCC1 (3-cyclopentyl-N-[1-(2-hydroxy-2-methyl-propyl)-1H-pyrazol-3-yl]-2-{6-oxo-4-[2-(pyrrolidine-1-carbonyl)-phenoxy]-6H-pyridazin-1-yl}-propionamide). Isolated yield 19.0%. RXN SMILES: [CH:1]1([CH2:6][CH:7]([N:11]2[C:16](=[O:17])[CH:15]=[C:14]([O:18][C:19]3[CH:24]=[CH:23][CH:22]=[CH:21][C:20]=3[C:25]([N:27]3[CH2:31][CH2:30][CH2:29][CH2:28]3)=[O:26])[CH:13]=[N:12]2)[C:8](O)=[O:9])[CH2:5][CH2:4][CH2:3][CH2:2]1.[NH2:32][C:33]1[CH:37]=[CH:36][N:35]([CH2:38][C:39]([CH3:42])([OH:41])[CH3:40])[N:34]=1>>[CH:1]1([CH2:6][CH:7]([N:11]2[C:16](=[O:17])[CH:15]=[C:14]([O:18][C:19]3[CH:24]=[CH:23][CH:22]=[CH:21][C:20]=3[C:25]([N:27]3[CH2:31][CH2:30][CH2:29][CH2:28]3)=[O:26])[CH:13]=[N:12]2)[C:8]([NH:32][C:33]2[CH:37]=[CH:36][N:35]([CH2:38][C:39]([OH:41])([CH3:42])[CH3:40])[N:34]=2)=[O:9])[CH2:5][CH2:4][CH2:3][CH2:2]1. Procedure details: Using the method described in Example 17, 3-cyclopentyl-2-{6-oxo-4-[2-(pyrrolidine-1-carbonyl)-phenoxy]-6H-pyridazin-1-yl}-propionic acid (Intermediate 27) and 1-(3-amino-pyrazol-1-yl)-2-methyl-propan-2-ol (Intermediate 1) afforded 3-cyclopentyl-N-[1-(2-hydroxy-2-methyl-propyl)-1H-pyrazol-3-yl]-2-{6-oxo-4-[2-(pyrrolidine-1-carbonyl)-phenoxy]-6H-pyridazin-1-yl}-propionamide as a light yellow solid (24.6 mg, 19%); ES+-HRMS m/e calcd for C30H38N6O5 [M+H+] 563.2977 found 563.2974. 1H-NMR (400 MHz, D... The reactants are COc1ccccc1C1=C(Nc2ccc(CCNC(=O)OC(C)(C)C)cc2)C(=O)NC1=O, CCOC(C)=O, ClCCl, O=C(O)C(F)(F)F. Product: COc1ccccc1C1=C(Nc2ccc(CCN)cc2)C(=O)NC1=O. RXN SMILES: [C:1]([O:2][C:3](=[O:4])[NH:8][CH2:9][CH2:10][c:11]1[cH:12][cH:13][c:14]([NH:17][C:18]2=[C:22]([c:23]3[c:24]([O:29][CH3:30])[cH:25][cH:26][cH:27][cH:28]3)[C:21](=[O:31])[NH:20][C:19]2=[O:32])[cH:15][cH:16]1)([CH3:5])([CH3:6])[CH3:7].[CH3:43][CH2:44][O:45][C:46](=[O:47])[CH3:48].[Cl:40][CH2:41][Cl:42].[OH:33][C:34]([C:35]([F:36])([F:37])[F:38])=[O:39]>>[NH2:8][CH2:9][CH2:10][c:11]1[cH:12][cH:13][c:14]([NH:17][C:18]2=[C:22]([c:23]3[c:24]([O:29][CH3:30])[cH:25][cH:26][cH:27][cH:28]3)[C:21](=[O:31])[NH:20][C:19]2=[O:32])[cH:15][cH:16]1. Reactants: CC(C)(C)OC(=O)NCc1ccc2c(c1)nc(Cn1c(=O)n(C3CC3)c(=O)c3ccccc31)n2CCCCOC(=O)C(C)(C)C, CO, Cl, [Na+], [OH-], O. The product is CC(C)(C)OC(=O)NCc1ccc2c(c1)nc(Cn1c(=O)n(C3CC3)c(=O)c3ccccc31)n2CCCCO. Reaction SMILES: [C:1]([CH3:2])([CH3:3])([CH3:4])[O:5][C:6](=[O:7])[NH:8][CH2:9][c:10]1[cH:11][c:12]2[c:13]([n:14]([CH2:33][CH2:34][CH2:35][CH2:36][O:37][C:38](=[O:39])[C:40]([CH3:41])([CH3:42])[CH3:43])[c:15]([CH2:17][n:18]3[c:19](=[O:32])[n:20]([CH:29]4[CH2:30][CH2:31]4)[c:21](=[O:28])[c:22]4[cH:23][cH:24][cH:25][cH:26][c:27]34)[n:16]2)[cH:44][cH:45]1.[CH3:49][OH:50].[ClH:48].[Na+:47].[OH-:46].[OH2:51]>>[C:1]([CH3:2])([CH3:3])([CH3:4])[O:5][C:6](=[O:7])[NH:8][CH2:9][c:10]1[cH:11][c:12]2[c:13]([n:14]([CH2:33][CH2:34][CH2:35][CH2:36][OH:37])[c:15]([CH2:17][n:18]3[c:19](=[O:32])[n:20]([CH:29]4[CH2:30][CH2:31]4)[c:21](=[O:28])[c:22]4[cH:23][cH:24][cH:25][cH:26][c:27]34)[n:16]2)[cH:44][cH:45]1.